This data is from the Open Reaction Database (ORD), a public repository of structured organic reaction records. The task is: describe an organic reaction: reactants, conditions, products, and yield Starting materials: O=C1CCN(C(=O)c2ccccc2)CC1, NC(=O)CCc1ccccc1N, CC(=O)O, CCO. The product is NC(=O)CCc1ccccc1NC1CCN(C(=O)c2ccccc2)CC1. Reaction SMILES: [C:13]([c:14]1[cH:15][cH:16][cH:17][cH:18][cH:19]1)(=[O:20])[N:21]1[CH2:22][CH2:23][C:24](=[O:27])[CH2:25][CH2:26]1.[C:1]([NH2:2])(=[O:3])[CH2:4][CH2:5][c:6]1[c:7]([NH2:8])[cH:9][cH:10][cH:11][cH:12]1.[CH3:28][C:29](=[O:30])[OH:31].[CH3:32][CH2:33][OH:34]>>[C:1]([NH2:2])(=[O:3])[CH2:4][CH2:5][c:6]1[c:7]([NH:8][CH:24]2[CH2:23][CH2:22][N:21]([C:13]([c:14]3[cH:15][cH:16][cH:17][cH:18][cH:19]3)=[O:20])[CH2:26][CH2:25]2)[cH:9][cH:10][cH:11][cH:12]1. Starting materials: COC=1C=C(C(=O)O)C=C(N1)OC (2,6-Dimethoxy-isonicotinic acid), COC([C@H](N)CC(C)C)=O (D-leucine methyl ester). Product: COC=1C=C(C(=O)N[C@@H](C(=O)OC)CC(C)C)C=C(N1)OC ((R)-methyl 2-(2,6-dimethoxyisonicotinamido)-4-methylpentanoate). RXN SMILES: [CH3:1][O:2][C:3]1[CH:4]=[C:5]([CH:9]=[C:10]([O:12][CH3:13])[N:11]=1)[C:6]([OH:8])=O.[CH3:14][O:15][C:16](=[O:23])[C@@H:17]([CH2:19][CH:20]([CH3:22])[CH3:21])[NH2:18]>>[CH3:13][O:12][C:10]1[CH:9]=[C:5]([CH:4]=[C:3]([O:2][CH3:1])[N:11]=1)[C:6]([NH:18][C@H:17]([CH2:19][CH:20]([CH3:22])[CH3:21])[C:16]([O:15][CH3:14])=[O:23])=[O:8]. Reported procedure: Prepared in a similar manner to example 4 using 2,6-Dimethoxy-isonicotinic acid and D-leucine methyl ester. 1H NMR (500 MHz, CDCl3): δ 0.92 (d, 3H, J=7.27 Hz), 0.93 (d, 3H, J=7.26 Hz), 1.41-1.58 (m, 8H), 3.95 (s, 3H), 4.08 (s, 3H), 4.15 (m, 1H), 6.43 (d, 1H, J=8.32 Hz), 7.47 (m, broad, 1H), 8.41 (d, 1H, J=8.34 Hz). MS (M+H; 311). Reactants: CCOC(=O)Cc1ccc(OC)c(Oc2ccc(N)cc2CN2CCOC2=O)c1, O=C(Cl)c1cc(C(F)(F)F)ccc1F. Product: CCOC(=O)Cc1ccc(OC)c(Oc2ccc(NC(=O)c3cc(C(F)(F)F)ccc3F)cc2CN2CCOC2=O)c1. RXN SMILES: [CH2:1]([CH3:2])[O:3][C:4]([CH2:5][c:6]1[cH:7][c:8]([O:14][c:15]2[c:16]([CH2:22][N:23]3[C:24](=[O:28])[O:25][CH2:26][CH2:27]3)[cH:17][c:18]([NH2:21])[cH:19][cH:20]2)[c:9]([O:12][CH3:13])[cH:10][cH:11]1)=[O:29].[F:30][c:31]1[c:32]([C:33](=[O:34])[Cl:35])[cH:36][c:37]([C:40]([F:41])([F:42])[F:43])[cH:38][cH:39]1>>[CH2:1]([CH3:2])[O:3][C:4]([CH2:5][c:6]1[cH:7][c:8]([O:14][c:15]2[c:16]([CH2:22][N:23]3[C:24](=[O:28])[O:25][CH2:26][CH2:27]3)[cH:17][c:18]([NH:21][C:33]([c:32]3[c:31]([F:30])[cH:39][cH:38][c:37]([C:40]([F:41])([F:42])[F:43])[cH:36]3)=[O:34])[cH:19][cH:20]2)[c:9]([O:12][CH3:13])[cH:10][cH:11]1)=[O:29]. Starting materials: C(C1=CC=CC=C1)(=O)O[C@@H]1C([C@@H]2CCC=3C4=CCC(=CC)[C@]4(CCC3[C@]2(CC1)C)C)(C)C ((3β,5α)-4,4-dimethylpregna-8,14,17(20)-trien-3-ol benzoate), C(C1=CC=CC=C1)(=O)O[C@@H]1C([C@@H]2CCC=3C4=CC[C@H](C=C)[C@]4(CCC3[C@]2(CC1)C)C)(C)C ((3β,5α)-4,4-dimethylpregna-8,14,20-trien-3-ol benzoate). Procedure: —1,1′-(Azodicarbonyl)dipiperidine (5.54 g) was added to an ice-cooled solution of compound 13a (2.0 g), triphenylphosphine (5.76 g), and phenol (2.06 g) in dry THF (10 ml). After 5 min. stirring dry THF (60 ml) was added and the reaction mixture was stirred for 2 h at room temperature. Then it was poured into heptane (100 ml); the resulting mixture was filtered and the filtrate was concentrated under reduced pressure. Column chromatography afforded (3β,5α,20R)4,4-dimethyl-20-phenoxypregna-8,14-d... RXN SMILES: C([O:9][C@H:10]1[CH2:28][CH2:27][C@@:26]2([CH3:29])[C@@H:12]([CH2:13][CH2:14][C:15]3[C:16]4[C@:22]([CH3:30])([CH2:23][CH2:24][C:25]=32)[C:19](=[CH:20][CH3:21])[CH2:18][CH:17]=4)[C:11]1([CH3:32])[CH3:31])(=O)C1C=CC=CC=1.C([O:41][C@H:42]1[CH2:60][CH2:59][C@@:58]2(C)[C@@H:44](CCC3C4[C@](C)(CCC=32)[C@@H](C=C)CC=4)[C:43]1(C)C)(=O)C1C=CC=CC=1>>[CH3:31][C:11]1([CH3:32])[C@@H:10]([OH:9])[CH2:28][CH2:27][C@@:26]2([CH3:29])[C@H:12]1[CH2:13][CH2:14][C:15]1[C:16]3[C@:22]([CH3:30])([CH2:23][CH2:24][C:25]=12)[C@@H:19]([C@H:20]([O:41][C:42]1[CH:60]=[CH:59][CH:58]=[CH:44][CH:43]=1)[CH3:21])[CH2:18][CH:17]=3. Product: CC1([C@@H]2CCC=3C4=CC[C@H]([C@@H](C)OC5=CC=CC=C5)[C@]4(CCC3[C@]2(CC[C@@H]1O)C)C)C ((3β,5α,20R)-4,4-Dimethyl-20-phenoxypregna-8,14-dien-3-ol). The reactants are CI, CN(C)C=O, [H-], [Na+], O, O=C(C(Cc1ccc(OS(=O)(=O)c2cccc3cnccc23)cc1)NS(=O)(=O)c1cccc2cnccc12)N1CCN(c2ccccc2)CC1. The product is CN(C(Cc1ccc(OS(=O)(=O)c2cccc3cnccc23)cc1)C(=O)N1CCN(c2ccccc2)CC1)S(=O)(=O)c1cccc2cnccc12. Reaction SMILES: [CH3:53][I:54].[CH3:56][N:57]([CH3:58])[CH:59]=[O:60].[H-:51].[Na+:52].[OH2:55].[cH:1]1[n:2][cH:3][cH:4][c:5]2[c:6]([S:11](=[O:12])(=[O:13])[NH:14][CH:15]([CH2:16][c:17]3[cH:18][cH:19][c:20]([O:23][S:24](=[O:25])(=[O:26])[c:27]4[c:28]5[cH:29][cH:30][n:31][cH:32][c:33]5[cH:34][cH:35][cH:36]4)[cH:21][cH:22]3)[C:37](=[O:38])[N:39]3[CH2:40][CH2:41][N:42]([c:45]4[cH:46][cH:47][cH:48][cH:49][cH:50]4)[CH2:43][CH2:44]3)[cH:7][cH:8][cH:9][c:10]12>>[cH:1]1[n:2][cH:3][cH:4][c:5]2[c:6]([S:11](=[O:12])(=[O:13])[N:14]([CH:15]([CH2:16][c:17]3[cH:18][cH:19][c:20]([O:23][S:24](=[O:25])(=[O:26])[c:27]4[c:28]5[cH:29][cH:30][n:31][cH:32][c:33]5[cH:34][cH:35][cH:36]4)[cH:21][cH:22]3)[C:37](=[O:38])[N:39]3[CH2:40][CH2:41][N:42]([c:45]4[cH:46][cH:47][cH:48][cH:49][cH:50]4)[CH2:43][CH2:44]3)[CH3:53])[cH:7][cH:8][cH:9][c:10]12.